Dataset: the Open Reaction Database (ORD), a public repository of structured organic reaction records. Task: describe an organic reaction: reactants, conditions, products, and yield The reactants are resultant solution, S1C=NC2=C1C=C(C=C2)CO (benzo[d]thiazol-6-yl-methanol), S(=O)(Cl)Cl (thionyl chloride). Run in ClCCl (dichloromethane). Product: crude product, ClCC1=CC2=C(N=CS2)C=C1 (6-(Chloromethyl)benzo[d]thiazole). RXN SMILES: [S:1]1[C:5]2[CH:6]=[C:7]([CH2:10]O)[CH:8]=[CH:9][C:4]=2[N:3]=[CH:2]1.S(Cl)([Cl:14])=O>ClCCl>[Cl:14][CH2:10][C:7]1[CH:8]=[CH:9][C:4]2[N:3]=[CH:2][S:1][C:5]=2[CH:6]=1. Procedure details: To a dichloromethane solution (1.2 mL) of benzo[d]thiazol-6-yl-methanol (60 mg, 0.36 mmol), thionyl chloride (53 μL) was added at room temperature and the resultant solution was stirred for 1 day. After completion of the reaction, the reaction solution was concentrated under reduced pressure to obtain a crude product of the title compound. Reactants: CCCc1nn(C)c2c(=O)[nH]c(-c3ccccc3OCC)nc12, CC#N, O, O=[N+]([O-])O, O=S(=O)(O)O. Product: CCCc1nn(C)c2c(=O)[nH]c(-c3cc([N+](=O)[O-])ccc3OCC)nc12. RXN SMILES: [CH2:5]([CH3:6])[O:7][c:8]1[c:9](-[c:14]2[nH:15][c:16](=[O:27])[c:17]3[c:18]([n:19]2)[c:20]([CH2:24][CH2:25][CH3:26])[n:21][n:22]3[CH3:23])[cH:10][cH:11][cH:12][cH:13]1.[CH3:29][C:30]#[N:31].[OH2:28].[OH:1][N+:2]([O-:3])=[O:4].[S:32](=[O:33])(=[O:34])([OH:35])[OH:36]>>[O-:1][N+:2](=[O:4])[c:11]1[cH:10][c:9](-[c:14]2[nH:15][c:16](=[O:27])[c:17]3[c:18]([n:19]2)[c:20]([CH2:24][CH2:25][CH3:26])[n:21][n:22]3[CH3:23])[c:8]([O:7][CH2:5][CH3:6])[cH:13][cH:12]1. The reactants are BrCCCCCCCCCCCCO (12-bromododecanol), C(C)N1CCN(CC1)C1=CC=C(C=N1)C(=O)N (6-(4-ethyl-1-piperazinyl)pyridine-3-carboxamide), [OH-].[Na+] (sodium hydroxide), C([O-])([O-])=O.[K+].[K+] (potassium carbonate). Reagents/catalysts: S(=O)(=O)(O)[O-].C(CCC)[N+](CCCC)(CCCC)CCCC (tetrabutylammonium hydrogen sulfate). Run in C(Cl)(Cl)Cl (chloroform), C1(=CC=CC=C1)C (toluene), C1(=CC=CC=C1)C (toluene). Conditions: temperature 70 celsius, time 13 hour. The product is OCCCCCCCCCCCCNC(=O)C=1C=NC(=CC1)N1CCN(CC1)CC (N-(12-Hydroxydodecyl)-6-(4-ethyl-1-piperazinyl)pyridine-3-carboxamide). Reaction SMILES: [CH2:1]([N:3]1[CH2:8][CH2:7][N:6]([C:9]2[N:14]=[CH:13][C:12]([C:15]([NH2:17])=[O:16])=[CH:11][CH:10]=2)[CH2:5][CH2:4]1)[CH3:2].[OH-].[Na+].C(=O)([O-])[O-].[K+].[K+].Br[CH2:27][CH2:28][CH2:29][CH2:30][CH2:31][CH2:32][CH2:33][CH2:34][CH2:35][CH2:36][CH2:37][CH2:38][OH:39]>S([O-])(O)(=O)=O.C([N+](CCCC)(CCCC)CCCC)CCC.C1(C)C=CC=CC=1.C(Cl)(Cl)Cl>[OH:39][CH2:38][CH2:37][CH2:36][CH2:35][CH2:34][CH2:33][CH2:32][CH2:31][CH2:30][CH2:29][CH2:28][CH2:27][NH:17][C:15]([C:12]1[CH:13]=[N:14][C:9]([N:6]2[CH2:5][CH2:4][N:3]([CH2:1][CH3:2])[CH2:8][CH2:7]2)=[CH:10][CH:11]=1)=[O:16] |f:1.2,3.4.5,7.8|. Procedure: To a suspension of 0.055 g of 6-(4-ethyl-1-piperazinyl)pyridine-3-carboxamide, 0.011 g of tetrabutylammonium hydrogen sulfate, 0.11 g of sodium hydroxide and 0.05 g of potassium carbonate in 3 ml of toluene was added dropwise at 70° C. a solution of 12-bromododecanol in 2 ml of toluene and the mixture was stirred at 70° C. for 13 hours. The reaction solution was diluted with chloroform, washed with water and a saturated aqueous solution of sodium chloride, dried over anhydrous sodium sulfate. Th...